From a dataset of the Open Reaction Database (ORD), a public repository of structured organic reaction records. describe an organic reaction: reactants, conditions, products, and yield Reactants: [BH4-], CO, COc1ccc2c(c1)C(CCc1ccc(F)cc1)=NCC2, [Na+]. Product: COc1ccc2c(c1)C(CCc1ccc(F)cc1)NCC2. RXN SMILES: [BH4-:22].[CH3:24][OH:25].[F:1][c:2]1[cH:3][cH:4][c:5]([CH2:8][CH2:9][C:10]2=[N:11][CH2:12][CH2:13][c:14]3[cH:15][cH:16][c:17]([O:20][CH3:21])[cH:18][c:19]32)[cH:6][cH:7]1.[Na+:23]>>[F:1][c:2]1[cH:3][cH:4][c:5]([CH2:8][CH2:9][CH:10]2[NH:11][CH2:12][CH2:13][c:14]3[cH:15][cH:16][c:17]([O:20][CH3:21])[cH:18][c:19]32)[cH:6][cH:7]1.